The task is: describe an organic reaction: reactants, conditions, products, and yield. This data is from the Open Reaction Database (ORD), a public repository of structured organic reaction records. Reactants: N(=C=S)C1=CC=C(OCCN2CCCC2)C=C1 (1-[2-(4 isothiocyanato-phenoxy)-ethyl]-pyrrolidine), CN(CCCOC1=CC=C(C=C1)N)C (4-(3-dimethylamino-propoxy)-phenylamine). Yields the product N(=C=S)C1=CC=C(OCCCN(C)C)C=C1 ([3-(4-Isothiocyanato-phenoxy)-propyl]-dimethyl-amine). As a reaction SMILES: [N:1]([C:4]1[CH:17]=[CH:16][C:7]([O:8][CH2:9][CH2:10]N2CCCC2)=[CH:6][CH:5]=1)=[C:2]=[S:3].[CH3:18][N:19]([CH3:31])[CH2:20]CCOC1C=CC(N)=CC=1>>[N:1]([C:4]1[CH:5]=[CH:6][C:7]([O:8][CH2:9][CH2:10][CH2:18][N:19]([CH3:31])[CH3:20])=[CH:16][CH:17]=1)=[C:2]=[S:3]. Procedure: The title compound is prepared as described in Example 1 for 1-[2-(4 isothiocyanato-phenoxy)-ethyl]-pyrrolidine but using 4-(3-dimethylamino-propoxy)-phenylamine. Title compound: ES-MS: 237.1 [M+H]+; single peak at tR=6.91 min (System 1). Reactants: C=CC(=O)Cl, ClCCl, NCCCCCC(=O)O, [Na+], [OH-], O. Yields the product C=CC(=O)NCCCCCC(=O)O. RXN SMILES: [C:12]([CH:13]=[CH2:14])(=[O:15])[Cl:16].[Cl:18][CH2:19][Cl:20].[NH2:3][CH2:4][CH2:5][CH2:6][CH2:7][CH2:8][C:9]([OH:10])=[O:11].[Na+:2].[OH-:1].[OH2:17]>>[NH:3]([CH2:4][CH2:5][CH2:6][CH2:7][CH2:8][C:9]([OH:10])=[O:11])[C:12]([CH:13]=[CH2:14])=[O:15].